This data is from the Open Reaction Database (ORD), a public repository of structured organic reaction records. The task is: describe an organic reaction: reactants, conditions, products, and yield Reactants: ice, O1CCCOC2=C1C=CC(=C2)C=O (3,4-dihydro-2H-1,5-benzodioxepine-7-carbaldehyde), C(C(C)C)N (isobutylamine), C(C)(=O)O (acetic acid), C(C)(=O)O[BH-](OC(C)=O)OC(C)=O.[Na+] (sodium triacetoxyborohydride). The solvent is ClCCCl (1,2-dichloroethane), C(Cl)(Cl)Cl (chloroform). Reaction conditions: time 8 hour. Product: O1CCCOC2=C1C=CC(=C2)CNCC(C)C (N-(3,4-dihydro-2H-1,5-benzodioxepin-7-ylmethyl)-2-methylpropan-1-amine). Reaction SMILES: [O:1]1[C:7]2[CH:8]=[CH:9][C:10]([CH:12]=O)=[CH:11][C:6]=2[O:5][CH2:4][CH2:3][CH2:2]1.[CH2:14]([NH2:18])[CH:15]([CH3:17])[CH3:16].C(O)(=O)C.C(O[BH-](OC(=O)C)OC(=O)C)(=O)C.[Na+]>ClCCCl.C(Cl)(Cl)Cl>[O:1]1[C:7]2[CH:8]=[CH:9][C:10]([CH2:12][NH:18][CH2:14][CH:15]([CH3:17])[CH3:16])=[CH:11][C:6]=2[O:5][CH2:4][CH2:3][CH2:2]1 |f:3.4|. Reported procedure: To an ice cold mixture of 15 g of 3,4-dihydro-2H-1,5-benzodioxepine-7-carbaldehyde and 67 mL (8 equiv) of isobutylamine in 100 mL of 1,2-dichloroethane was added 50 mL (10 equiv) of acetic acid and 25 g (1.4 equiv) of sodium triacetoxyborohydride. The mixture was allowed to warm and stir overnight then diluted with 500 mL of chloroform and washed with 500 mL of 5N NaOH. The aqueous layer was extracted with 4 additional 100 mL portions of chloroform and the combined extracts dried over magnesium ... Starting materials: CC(C)(C)Br, CO, CS(=O)(=O)O, [K+], [OH-], COC(=O)c1ccc(O)cc1. Yields the product COC(=O)c1ccc(O)c(C(C)(C)C)c1. As a reaction SMILES: [Br:12][C:13]([CH3:14])([CH3:15])[CH3:16].[CH3:17][OH:18].[CH3:21][S:22](=[O:23])(=[O:24])[OH:25].[K+:20].[OH-:19].[OH:1][c:2]1[cH:3][cH:4][c:5]([C:6](=[O:7])[O:8][CH3:9])[cH:10][cH:11]1>>[OH:1][c:2]1[cH:3][cH:4][c:5]([C:6](=[O:7])[O:8][CH3:9])[cH:10][c:11]1[C:13]([CH3:14])([CH3:15])[CH3:16]. The reactants are ester, COC(C1=C(C=CC(=C1)C=1SC=C(N1)C1=CC(=C(C=C1)Cl)Cl)Br)=O (2-bromo-5-[4-(3,4-dichloro-phenyl)-thiazol-2-yl]-benzoic acid methyl ester), COC(C1=C(C=CC(=C1)C=1SC=C(N1)C1=CC(=C(C=C1)Cl)Cl)Br)=O (2-bromo-5-[4-(3,4-dichloro-phenyl)-thiazol-2-yl]-benzoic acid methyl ester), FC1=C(C=C(C=C1F)F)B(O)O (2,3,5-trifluorophenylboronic acid). Product: ClC=1C=C(C=CC1Cl)C=1N=C(SC1)C=1C=C(C(=CC1)C1=C(C(=CC(=C1)F)F)F)C(=O)O (4-[4-(3,4-dichloro-phenyl)-thiazol-2-yl]-2′,3′,5′-trifluoro-biphenyl-2-carboxylic acid). Isolated yield 23.9%. Reaction SMILES: C[O:2][C:3](=[O:24])[C:4]1[CH:9]=[C:8]([C:10]2[S:11][CH:12]=[C:13]([C:15]3[CH:20]=[CH:19][C:18]([Cl:21])=[C:17]([Cl:22])[CH:16]=3)[N:14]=2)[CH:7]=[CH:6][C:5]=1Br.[F:25][C:26]1[C:31]([F:32])=[CH:30][C:29]([F:33])=[CH:28][C:27]=1B(O)O>>[Cl:22][C:17]1[CH:16]=[C:15]([C:13]2[N:14]=[C:10]([C:8]3[CH:9]=[C:4]([C:3]([OH:2])=[O:24])[C:5]([C:27]4[CH:28]=[C:29]([F:33])[CH:30]=[C:31]([F:32])[C:26]=4[F:25])=[CH:6][CH:7]=3)[S:11][CH:12]=2)[CH:20]=[CH:19][C:18]=1[Cl:21]. Reported procedure: Using the conditions of General Procedure B for Suzuki Coupling and Hydrolysis in Parallel Mode, 2-bromo-5-[4-(3,4-dichloro-phenyl)-thiazol-2-yl]-benzoic acid methyl ester (which may be prepared as described for Intermediate 6; 89 mg, 0.2 mmol) was reacted with 2,3,5-trifluorophenylboronic acid (available from Combi-Blocks Inc.; 70 mg, 0.4 mmol). The resulting ester was hydrolyzed and the acid was purified to give 4-[4-(3,4-dichloro-phenyl)-thiazol-2-yl]-2′,3′,5′-trifluoro-biphenyl-2-carboxylic ...